Task: describe an organic reaction: reactants, conditions, products, and yield. Dataset: the Open Reaction Database (ORD), a public repository of structured organic reaction records Reactants: ClC1=C(C(=O)NC(=O)N(NC(=O)OC(C)(C)C)C2=CC(=C(C=C2)C(=O)OC)OC)C=C(C=C1)S(NC1CC1)(=O)=O (tert-butyl 2-((2-chloro-5-(N-cyclopropylsulfamoyl)benzoyl)carbamoyl)-2-(3-methoxy-4-(methoxycarbonyl)phenyl)hydrazinecarboxylate), C(=O)(C(F)(F)F)O (TFA). The solvent is C(Cl)Cl (DCM). Product: ClC1=C(C=C(C=C1)S(NC1CC1)(=O)=O)C1=NN(C(N1)=O)C1=CC(=C(C(=O)OC)C=C1)OC (methyl 4-(3-(2-chloro-5-(N-cyclopropylsulfamoyl)phenyl)-5-oxo-4,5-dihydro-1H-1,2,4-triazol-1-yl)-2-methoxybenzoate). Yield: 25.2%. Reaction SMILES: [Cl:1][C:2]1[CH:33]=[CH:32][C:31]([S:34](=[O:40])(=[O:39])[NH:35][CH:36]2[CH2:38][CH2:37]2)=[CH:30][C:3]=1[C:4]([NH:6][C:7]([N:9]([C:18]1[CH:23]=[CH:22][C:21]([C:24]([O:26][CH3:27])=[O:25])=[C:20]([O:28][CH3:29])[CH:19]=1)[NH:10]C(OC(C)(C)C)=O)=[O:8])=O.C(O)(C(F)(F)F)=O>C(Cl)Cl>[Cl:1][C:2]1[CH:33]=[CH:32][C:31]([S:34](=[O:40])(=[O:39])[NH:35][CH:36]2[CH2:38][CH2:37]2)=[CH:30][C:3]=1[C:4]1[NH:6][C:7](=[O:8])[N:9]([C:18]2[CH:23]=[CH:22][C:21]([C:24]([O:26][CH3:27])=[O:25])=[C:20]([O:28][CH3:29])[CH:19]=2)[N:10]=1. Procedure: The title compound was prepared according to the procedure described in step-2 of Intermediate-9 by using tert-butyl 2-((2-chloro-5-(N-cyclopropylsulfamoyl)benzoyl)carbamoyl)-2-(3-methoxy-4-(methoxycarbonyl)phenyl)hydrazinecarboxylate (0.500 g, 0.83 mmol), TFA (2 mL) and DCM (10 mL) to afford 0.100 g of the desired product. 1H NMR (300 MHz, DMSO d6): δ 0.40 (m, 2H), 0.52 (d, J=5.4 Hz, 2H), 2.18 (m, 1H), 3.77 (s, 3H), 3.85 (s, 3H), 7.65 (d, J=9.0 Hz, 1H), 7.82 (d, J=8.1 Hz, 2H), 7.93 (s, 2H), 8.1... Reactants: FC=1C=C2C(N(C=3C=CC=CC3C2=CC1)S(=O)(=O)C1=CC=C(C=C1)OC)C (8-Fluoro-5-(4-methoxyphenylsulfonyl)-6-methyl-5,6-dihydrophenanthridine), B(Br)(Br)Br (boron tribromide), ClCCl (dichloromethane). Solvent: C([O-])(O)=O.[Na+] (sodium bicarbonate). Yields the product BrC1=CC=2C3=CC=C(C=C3C(N(C2C=C1)S(=O)(=O)C1=CC=C(C=C1)O)C)F (4-[(2-Bromo-8-fluoro-6-methylphenanthridin-5(6H)-yl)sulfonyl]phenol), solid. The yield is 37.0%. RXN SMILES: [F:1][C:2]1[CH:3]=[C:4]2[C:13](=[CH:14][CH:15]=1)[C:12]1[CH:11]=[CH:10][CH:9]=[CH:8][C:7]=1[N:6]([S:16]([C:19]1[CH:24]=[CH:23][C:22]([O:25]C)=[CH:21][CH:20]=1)(=[O:18])=[O:17])[CH:5]2[CH3:27].B(Br)(Br)[Br:29].ClCCl>C(=O)(O)[O-].[Na+]>[Br:29][C:10]1[CH:9]=[CH:8][C:7]2[N:6]([S:16]([C:19]3[CH:24]=[CH:23][C:22]([OH:25])=[CH:21][CH:20]=3)(=[O:18])=[O:17])[CH:5]([CH3:27])[C:4]3[C:13](=[CH:14][CH:15]=[C:2]([F:1])[CH:3]=3)[C:12]=2[CH:11]=1 |f:3.4|. Reported procedure: 8-Fluoro-5-(4-methoxyphenylsulfonyl)-6-methyl-5,6-dihydrophenanthridine (0.64 g, 1.7 mmol) was treated with 1 M boron tribromide in dichloromethane (6.6 mL, 6.6 mmol) and stirred at room temperature for twelve hours. A solution of saturated, aqueous, sodium bicarbonate (50 mL) was added slowly to the reaction, followed by extraction of the mixture with dichloromethane (6×20 mL). The combined organic phase was dried over anhydrous sodium sulfate, filtered, and concentrated in vacuo to a crude mat... Reactants: O.[OH-].[Li+] (lithium hydroxide hydrate), Cl (HCl), COC(=O)C1=C(C2=C(S1)C1=CC=CC=C1C=C2)OCC(=O)OCC (3-ethoxycarbonylmethoxy-naphtho[1,2-b]thiophene-2-carboxylic acid methyl ester), C1CCOC1 (THF). The solvent is O (water). Reaction conditions: time 16 hour. Product: C(=O)(O)COC=1C2=C(SC1C(=O)O)C1=CC=CC=C1C=C2 (3-carboxymethoxy-naphtho[1,2-b]thiophene-2-carboxylic acid), solid. Yield: 93.0%. RXN SMILES: C[O:2][C:3]([C:5]1[S:9][C:8]2[C:10]3[C:15]([CH:16]=[CH:17][C:7]=2[C:6]=1[O:18][CH2:19][C:20]([O:22]CC)=[O:21])=[CH:14][CH:13]=[CH:12][CH:11]=3)=[O:4].C1COCC1.O.[OH-].[Li+].Cl>O>[C:20]([CH2:19][O:18][C:6]1[C:7]2[CH:17]=[CH:16][C:15]3[C:10](=[CH:11][CH:12]=[CH:13][CH:14]=3)[C:8]=2[S:9][C:5]=1[C:3]([OH:4])=[O:2])([OH:22])=[O:21] |f:2.3.4|. Procedure: To a 25 mL round bottom flask added 3-ethoxycarbonylmethoxy-naphtho[1,2-b]thiophene-2-carboxylic acid methyl ester (0.116 g, 0.34 mmol) and 5 mL THF. To this mixture added a solution of lithium hydroxide hydrate (0.057 g, 1.35 mmol) in 3 mL water. This mixture was allowed to stir at room temperature for 16 hours. At this time 15 mL 1.2 N HCl was added, and a precipitate formed. The solids were collected by filtration and dried in vacuo. 3-carboxymethoxy-naphtho[1,2-b]thiophene-2-carboxylic acid ... The reactants are CC(=O)O, [BH3-]C#N, C1CCOC1, CO, O=CCC(F)(F)F, CCOC(=O)C1CCNCC1, [Na+]. The product is CCOC(=O)C1CCN(CCC(F)(F)F)CC1. RXN SMILES: [C:19]([OH:20])(=[O:21])[CH3:22].[C:23]([BH3-:24])#[N:25].[CH2:27]1[O:28][CH2:29][CH2:30][CH2:31]1.[CH3:32][OH:33].[F:12][C:13]([CH2:14][CH:15]=[O:16])([F:17])[F:18].[NH:1]1[CH2:2][CH2:3][CH:4]([C:5](=[O:6])[O:7][CH2:8][CH3:9])[CH2:10][CH2:11]1.[Na+:26]>>[N:1]1([CH2:15][CH2:14][C:13]([F:12])([F:17])[F:18])[CH2:2][CH2:3][CH:4]([C:5](=[O:6])[O:7][CH2:8][CH3:9])[CH2:10][CH2:11]1. The reactants are CCC(C)(C)P(Cl)C(C)(C)CC, Cc1ccccc1, ClC1CCCCC1, Cl[Cu], [Mg], C1CCOC1, O=S(=O)(O)O. Product: CCC(C)(C)P(C1CCCCC1)C(C)(C)CC. RXN SMILES: [C:1]([CH3:2])([CH3:3])([CH2:4][CH3:5])[P:6]([C:7]([CH3:8])([CH3:9])[CH2:10][CH3:11])[Cl:12].[CH3:33][c:34]1[cH:35][cH:36][cH:37][cH:38][cH:39]1.[CH:13]1([Cl:19])[CH2:14][CH2:15][CH2:16][CH2:17][CH2:18]1.[Cl:31][Cu:32].[Mg:20].[O:26]1[CH2:27][CH2:28][CH2:29][CH2:30]1.[S:21](=[O:22])(=[O:23])([OH:24])[OH:25]>>[C:1]([CH3:2])([CH3:3])([CH2:4][CH3:5])[P:6]([C:7]([CH3:8])([CH3:9])[CH2:10][CH3:11])[CH:13]1[CH2:14][CH2:15][CH2:16][CH2:17][CH2:18]1.